This data is from the Open Reaction Database (ORD), a public repository of structured organic reaction records. The task is: describe an organic reaction: reactants, conditions, products, and yield The reactants are [H-].[Na+] (sodium hydride), [N+](=O)([O-])C1=CC=C(C(=O)N2CCC3=C(C4=C2C=CC=C4)NC(=N3)C)C=C1 (6-(4-nitrobenzoyl)-2-methyl-1,4,5,6-tetrahydroimidazo[4,5-d][1]benzazepine), O (water), CI (methyl iodide). Solvent: CN(C=O)C (N,N-dimethylformamide), C(Cl)(Cl)Cl (chloroform), CN(C=O)C (N,N-dimethylformamide). Conditions: time 1 hour. Product: [N+](=O)([O-])C1=CC=C(C(=O)N2CCC3=C(C4=C2C=CC=C4)N=C(N3C)C)C=C1 (6-(4-nitrobenzoyl)-2,3-dimethyl-3,4,5,6-tetrahydroimidazo[4,5-d][1]benzazepine). As a reaction SMILES: [H-].[Na+].[N+:3]([C:6]1[CH:28]=[CH:27][C:9]([C:10]([N:12]2[C:18]3[CH:19]=[CH:20][CH:21]=[CH:22][C:17]=3[C:16]3[NH:23][C:24]([CH3:26])=[N:25][C:15]=3[CH2:14][CH2:13]2)=[O:11])=[CH:8][CH:7]=1)([O-:5])=[O:4].[CH3:29]I.O>CN(C)C=O.C(Cl)(Cl)Cl>[N+:3]([C:6]1[CH:7]=[CH:8][C:9]([C:10]([N:12]2[C:18]3[CH:19]=[CH:20][CH:21]=[CH:22][C:17]=3[C:16]3[N:23]=[C:24]([CH3:26])[N:25]([CH3:29])[C:15]=3[CH2:14][CH2:13]2)=[O:11])=[CH:27][CH:28]=1)([O-:5])=[O:4] |f:0.1|. Procedure details: In a stream of argon, 144 mg of 60% sodium hydride was suspended in a small volume of N,N-dimethylformamide to which, with cooling on an ice bath, was then added dropwise a solution prepared by dissolving 500 mg of 6-(4-nitrobenzoyl)-2-methyl-1,4,5,6-tetrahydroimidazo[4,5-d][1]benzazepine in 20 ml of N,N-dimethylformamide. After 1 hour of stirring at room temperature, the reaction solution was mixed with 0.11 ml of methyl iodide and stirred for 24 hours at room temperature. The reaction solution... Starting materials: C1(CC1)N=C=O (cyclopropylisocyanate), C1(CC1)N1C=C(C(C2=CC(=C(C(=C12)OC)N1CC(NC(C1)C)C)F)=O)C(=O)NCC1=C(C=C(C=C1)Cl)Cl (1-Cyclopropyl-N-(2,4-dichlorobenzyl)-7-[(3RS,5SR)-3,5-dimethylpiperazin-1-yl]-6-fluoro-8-methoxy-4-oxo-1,4-dihydroquinoline-3-carboxamide). Solvent: ClCCl (dichloromethan). The product is C1(CC1)N1C=C(C(C2=CC(=C(C(=C12)OC)N1CC(N(C(C1)C)C(=O)NC1CC1)C)F)=O)C(=O)NCC1=C(C=C(C=C1)Cl)Cl (1-Cyclopropyl-7-{(3RS,5SR)-4-[(cyclopropylamino)carbonyl]-3,5-dimethylpiperazin-1-yl}-N-(2,4-dichlorobenzyl)-6-fluoro-8-methoxy-4-oxo-1,4-dihydroquinoline-3-carboxamide). As a reaction SMILES: [CH:1]1([N:4]=[C:5]=[O:6])[CH2:3][CH2:2]1.[CH:7]1([N:10]2[C:19]3[C:14](=[CH:15][C:16]([F:30])=[C:17]([N:22]4[CH2:27][CH:26]([CH3:28])[NH:25][CH:24]([CH3:29])[CH2:23]4)[C:18]=3[O:20][CH3:21])[C:13](=[O:31])[C:12]([C:32]([NH:34][CH2:35][C:36]3[CH:41]=[CH:40][C:39]([Cl:42])=[CH:38][C:37]=3[Cl:43])=[O:33])=[CH:11]2)[CH2:9][CH2:8]1>ClCCl>[CH:7]1([N:10]2[C:19]3[C:14](=[CH:15][C:16]([F:30])=[C:17]([N:22]4[CH2:23][CH:24]([CH3:29])[N:25]([C:5]([NH:4][CH:1]5[CH2:3][CH2:2]5)=[O:6])[CH:26]([CH3:28])[CH2:27]4)[C:18]=3[O:20][CH3:21])[C:13](=[O:31])[C:12]([C:32]([NH:34][CH2:35][C:36]3[CH:41]=[CH:40][C:39]([Cl:42])=[CH:38][C:37]=3[Cl:43])=[O:33])=[CH:11]2)[CH2:9][CH2:8]1. Procedure details: 30 μl (24.3 mg, 0.29 mmol) of cyclopropylisocyanate are dissolved in dichloromethan, 80.0 mg (0.146 mmol) of the compound of Example 12 are added and the mixture is stirred over night at room temperature. For the work-up the solvent is removed completely and after fine purification by preparative RP-HPLC (Method 6) 55 mg of the target compound are obtained. The reactants are N1CCC(CC1)C1OC2=C(CN3C1=CC=C3)C=CC=C2 (11-(piperidin-4-yl]-5H,11H-pyrrolo[2,1-c][1,4]benzoxazepine), BrCCC1=CC=CC=C1 ((2-bromoethyl)-benzene), CN(C)C=O (DMF), C(=O)([O-])[O-].[K+].[K+] (K2CO3). Conditions: temperature 90 celsius, time 4 hour. The product is C(C(=O)O)(=O)O.C1(=CC=CC=C1)CCN1CCC(CC1)C1OC2=C(CN3C1=CC=C3)C=CC=C2 (11-{1-[2-(Phenyl)ethyl]piperidin-4-yl}-5H,11H-pyrrolo[2,1-c][1,4]benzoxazepine oxalate). Reaction SMILES: [NH:1]1[CH2:6][CH2:5][CH:4]([CH:7]2[C:13]3=[CH:14][CH:15]=[CH:16][N:12]3[CH2:11][C:10]3[CH:17]=[CH:18][CH:19]=[CH:20][C:9]=3[O:8]2)[CH2:3][CH2:2]1.Br[CH2:22][CH2:23][C:24]1[CH:29]=[CH:28][CH:27]=[CH:26][CH:25]=1.[C:30]([O-:33])([O-:32])=O.[K+].[K+].CN(C=[O:40])C>>[C:9]([OH:8])(=[O:40])[C:30]([OH:33])=[O:32].[C:24]1([CH2:23][CH2:22][N:1]2[CH2:2][CH2:3][CH:4]([CH:7]3[C:13]4=[CH:14][CH:15]=[CH:16][N:12]4[CH2:11][C:10]4[CH:17]=[CH:18][CH:19]=[CH:20][C:9]=4[O:8]3)[CH2:5][CH2:6]2)[CH:29]=[CH:28][CH:27]=[CH:26][CH:25]=1 |f:2.3.4,6.7|. Reported procedure: To 50 ml DMF were added 11-(piperidin-4-yl]-5H,11H-pyrrolo[2,1-c][1,4]benzoxazepine (4.5 g, 0.017 mole), (2-bromoethyl)-benzene (4.3 ml, 0.03 mole), milled K2CO3 (10.0 g, 0.07 mole) and KI (0.01 g). After stirring at 90° C. for four hours the mixture was cooled and filtered, and the filtrate was concentrated in vacuo to an oil. This oil was dissolved in ethyl acetate, washed twice with water and dried (saturated NaCl, anhydrous MgSO4). Starting materials: C(C1=CC=CC=C1)ONC([C@@H](C(C)C)N(CC=1C=NC=CC1)S(=O)(=O)C1=CC=C(C=C1)OC)=O (N-Benzyloxy-2(R)-[[4-methoxybenzenesulfonyl](3-picolyl)amino]-3-methylbutanamide), [H][H] (hydrogen). Reagents/catalysts: [Pd] (palladium on charcoal). Product: ONC([C@@H](C(C)C)N(CC=1C=NC=CC1)S(=O)(=O)C1=CC=C(C=C1)OC)=O (N-hydroxy-2(R)-[[4-methoxybenzenesulfonyl](3-picolyl)amino]-3-methylbutanamide). As a reaction SMILES: C([O:8][NH:9][C:10](=[O:34])[C@H:11]([N:15]([S:23]([C:26]1[CH:31]=[CH:30][C:29]([O:32][CH3:33])=[CH:28][CH:27]=1)(=[O:25])=[O:24])[CH2:16][C:17]1[CH:18]=[N:19][CH:20]=[CH:21][CH:22]=1)[CH:12]([CH3:14])[CH3:13])C1C=CC=CC=1.[H][H]>[Pd]>[OH:8][NH:9][C:10](=[O:34])[C@H:11]([N:15]([S:23]([C:26]1[CH:31]=[CH:30][C:29]([O:32][CH3:33])=[CH:28][CH:27]=1)(=[O:25])=[O:24])[CH2:16][C:17]1[CH:18]=[N:19][CH:20]=[CH:21][CH:22]=1)[CH:12]([CH3:14])[CH3:13]. Procedure: N-Benzyloxy-2(R)-[[4-methoxybenzenesulfonyl](3-picolyl)amino]-3-methylbutanamide (see example 29a) is reacted with hydrogen in the presence of 10% palladium on charcoal catalyst at room temperature and atmospheric pressure to yield N-hydroxy-2(R)-[[4-methoxybenzenesulfonyl](3-picolyl)amino]-3-methylbutanamide. After conversion to the hydrochloride salt, a white solid is obtained, m.p. 169°-170° C. (dec).